This data is from the Open Reaction Database (ORD), a public repository of structured organic reaction records. The task is: describe an organic reaction: reactants, conditions, products, and yield Reaction SMILES: [NH2:1][C:2]1[CH:7]=[CH:6][C:5]([C:8]2[CH:9]3[CH:11]([C:12](=[O:15])[NH:13][N:14]=2)[CH2:10]3)=[CH:4][CH:3]=1.CO[CH:18]1[CH2:22][CH2:21][CH:20](OC)O1.O>C(O)(=O)C>[N:1]1([C:2]2[CH:3]=[CH:4][C:5]([C:8]3[CH:9]4[CH:11]([C:12](=[O:15])[NH:13][N:14]=3)[CH2:10]4)=[CH:6][CH:7]=2)[CH:18]=[CH:22][CH:21]=[CH:20]1. Solvent: C(C)(=O)O (acetic acid). Yield: 41.0%. Starting materials: NC1=CC=C(C=C1)C=1C2CC2C(NN1)=O (2-(p-aminophenyl)-3,4-diaza-bicyclo[4.1.0]hept-2-en-5-one), COC1OC(CC1)OC (2,5-dimethoxytetrahydrofuran), O (water). Product: N1(C=CC=C1)C1=CC=C(C=C1)C=1C2CC2C(NN1)=O (2-[p-(pyrrol-1-yl)-phenyl]-3,4-diaza-bicyclo[4.1.0]hept-2-en-5-one), compound. Reported procedure: 10.0 g (49.7 millimoles) of 2-(p-aminophenyl)-3,4-diaza-bicyclo[4.1.0]hept-2-en-5-one (see Example 8a), 6.6 g (49.9 millimoles) of 2,5-dimethoxytetrahydrofuran and 100 ml of acetic acid are refluxed for 4 hours. The product is filtered off at 10° C. and recrystallized from a dimethylformamide/water mixture. 5.2 g (41% of theory) of 2-[p-(pyrrol-1-yl)-phenyl]-3,4-diaza-bicyclo[4.1.0]hept-2-en-5-one, hydrated with one mole of water per four moles of compound, are obtained as beige crystals, of mel... The reactants are ClC(=O)OC (methyl chloroformate), ice, C(C)N1N=CC=2C1=NC(=C(C2C=2C=NC=C(C2)C)/C=C/CO)COC ((2E)-3-[1-ethyl-6-(methoxymethyl)-4-(5-methyl-3-pyridinyl)-1H-pyrazolo[3,4-b]pyridin-5-yl]-2-propen-1-ol), C(C)(C)N(CC)C(C)C (diisopropylethylamine). The solvent is C(Cl)Cl (DCM). Conditions: time 2 hour. Yields the product C(OC\C=C\C=1C(=C2C(=NC1COC)N(N=C2)CC)C=2C=NC=C(C2)C)(OC)=O ((2E)-3-[1-Ethyl-6-(methoxymethyl)-4-(5-methyl-3-pyridyl)-1H-pyrazolo[3,4-b]pyridin-5-yl]-2-propen-1-yl methyl carbonate). RXN SMILES: [CH2:1]([N:3]1[C:7]2=[N:8][C:9]([CH2:23][O:24][CH3:25])=[C:10](/[CH:19]=[CH:20]/[CH2:21][OH:22])[C:11]([C:12]3[CH:13]=[N:14][CH:15]=[C:16]([CH3:18])[CH:17]=3)=[C:6]2[CH:5]=[N:4]1)[CH3:2].C(N(C(C)C)CC)(C)C.Cl[C:36]([O:38][CH3:39])=[O:37]>C(Cl)Cl>[C:36](=[O:37])([O:38][CH3:39])[O:22][CH2:21]/[CH:20]=[CH:19]/[C:10]1[C:11]([C:12]2[CH:13]=[N:14][CH:15]=[C:16]([CH3:18])[CH:17]=2)=[C:6]2[CH:5]=[N:4][N:3]([CH2:1][CH3:2])[C:7]2=[N:8][C:9]=1[CH2:23][O:24][CH3:25]. Procedure details: To an ice-cooled solution of (2E)-3-[1-ethyl-6-(methoxymethyl)-4-(5-methyl-3-pyridinyl)-1H-pyrazolo[3,4-b]pyridin-5-yl]-2-propen-1-ol (44 mg) and diisopropylethylamine (20 mg) in DCM (1 ml) was added methyl chloroformate (13.5 mg) and stirred for 2 hours at room temperature. The solvent was dried up and the residue was purified with silica gel column chromatography (CHCl3-MeOH 0-2%). (2E)-3-[1-Ethyl-6-(methoxymethyl)-4-(5-methyl-3-pyridyl)-1H-pyrazolo[3,4-b]pyridin-5-yl]-2-propen-1-yl methyl car... The reactants are C(C)N=C=S (Ethylisothiocyanate), SCC(=O)O (mercaptoacetic acid), N1=CC=CC=C1 (pyridine). Run in C1=CC=CC=C1 (C6H6). The product is C(C)N1C(SCC1=O)=S (3-ethylrhodanine). As a reaction SMILES: [CH2:1]([N:3]=[C:4]=[S:5])[CH3:2].[SH:6][CH2:7][C:8]([OH:10])=O.N1C=CC=CC=1>C1C=CC=CC=1>[CH2:1]([N:3]1[C:8](=[O:10])[CH2:7][S:6][C:4]1=[S:5])[CH3:2]. Reported procedure: Ethylisothiocyanate (10 g, 0.115 moles), 7.9 g(0.086 moles) mercaptoacetic acid and 5 mL pyridine in C6H6 was refluxed, cooled and filtered yielding 3-ethylrhodanine, which was used in the next step without any further purification. Reaction of 3-ethylrodanine with piperonal in the presence of sodium acetate was performed in CH3OH under refluxing for 1 h. The yellow precipitate obtained after cooling and filtration, was washed several times with CH3OH on the filter and crystallizated from CH3OH ...